Dataset: the Open Reaction Database (ORD), a public repository of structured organic reaction records. Task: describe an organic reaction: reactants, conditions, products, and yield Starting materials: C(C)(=O)NC(C(=O)NCCCCC(=O)N[C@H](C(=O)O)CC1=CC=C(C=C1)OC(C)(C)C)CC1=CC(=C(C=C1)N(C1=C(C=CC=C1)C(=O)OC(C1=CC=CC=C1)C1=CC=CC=C1)C(C(=O)OC(C)(C)C)=O)CC ((2S)-2-[(5-{[2-(acetylamino)-3-(4-{2-[(benzhydryloxy)carbonyl][tert-butoxy(oxo)acetyl]anilino}-3-ethylphenyl)propanoyl]amino}pentanoyl)amino]-3-(4-tert-butoxyphenyl)propanoic acid), C(C1=CC=CC=C1)(C1=CC=CC=C1)OC(=O)C1=C(C=CC=C1)N(C1=CC=C(C2=CC=CC=C12)C[C@H](NC(=O)OC)C(=O)NCCCCC(=O)N[C@@H](CCSC)C(=O)OC)C(C(=O)OC(C)(C)C)=O (methyl N-(5-{[3-(4-{{2-[(benzhydryloxy)carbonyl]phenyl}[tert-butoxy(oxo)acetyl]amino}-1-naphthyl)-N-(methoxycarbonyl)alanyl]amino}pentanoyl)-L-methioninate). The product is C(=O)(O)C(=O)N(C1=CC=C(C2=CC=CC=C12)C[C@H](NC(=O)OC)C(=O)NCCCCC(=O)N[C@@H](CCSC)C(=O)O)C1=C(C=CC=C1)C(=O)O (N-(5-{[3-(4-[(carboxycarbonyl)(2-carboxyphenyl)amino]-1-naphthyl)-N-(methoxycarbonyl)alanyl]amino}pentanoyl)-L-methionine). Reaction SMILES: C(NC(CC1C=CC(N(C(=O)C(OC(C)(C)C)=O)C2C=CC=CC=2C(OC(C2C=CC=CC=2)C2C=CC=CC=2)=O)=C(CC)C=1)C(NCCCCC(N[C@@H](CC1C=CC(OC(C)(C)C)=CC=1)C(O)=O)=O)=O)(=O)C.C([O:86][C:87]([C:89]1[CH:94]=[CH:93][CH:92]=[CH:91][C:90]=1[N:95]([C:132](=[O:140])[C:133]([O:135]C(C)(C)C)=[O:134])[C:96]1[C:105]2[C:100](=[CH:101][CH:102]=[CH:103][CH:104]=2)[C:99]([CH2:106][C@@H:107]([C:113]([NH:115][CH2:116][CH2:117][CH2:118][CH2:119][C:120]([NH:122][C@H:123]([C:128]([O:130]C)=[O:129])[CH2:124][CH2:125][S:126][CH3:127])=[O:121])=[O:114])[NH:108][C:109]([O:111][CH3:112])=[O:110])=[CH:98][CH:97]=1)=[O:88])(C1C=CC=CC=1)C1C=CC=CC=1>>[C:133]([C:132]([N:95]([C:90]1[CH:91]=[CH:92][CH:93]=[CH:94][C:89]=1[C:87]([OH:88])=[O:86])[C:96]1[C:105]2[C:100](=[CH:101][CH:102]=[CH:103][CH:104]=2)[C:99]([CH2:106][C@@H:107]([C:113]([NH:115][CH2:116][CH2:117][CH2:118][CH2:119][C:120]([NH:122][C@H:123]([C:128]([OH:130])=[O:129])[CH2:124][CH2:125][S:126][CH3:127])=[O:121])=[O:114])[NH:108][C:109]([O:111][CH3:112])=[O:110])=[CH:98][CH:97]=1)=[O:140])([OH:135])=[O:134]. Procedure: The titled compound was prepared according to the procedure described in Example 1L, substituting the ester from Example 1K with the ester from Example 7L. MS (ESI+) m/e 711 (M+H)+, 1H NMR (300 MHz, DMSO-d6) 1.23-1.64 (m, 4H), 1.71-2.22 (m, 4H), 2.03 (s, 3H), 2.35-2.56 (m, 2H), 2.97-3.59 (m, 7H), 4.00-4.67 (m, 2H), 6.70-7.80 (m, 6H), 7.86 (d, J=6.3 Hz, 1H), 7.92-8.34 (m, 4H), 8.43 (d, J=9.3 Hz, 1H). Starting materials: C1(=CC=CC=C1)O (phenol), C(=O)(Cl)Cl (phosgene), C1(=CC=CC=C1)P(C1=CC=CC=C1)C1=CC=CC=C1 (triphenylphosphine). Yields the product C1(=CC=CC=C1)OC(=O)Cl (chloroformic acid phenyl ester). Yield: 90.6%. As a reaction SMILES: [C:1]1([OH:7])[CH:6]=[CH:5][CH:4]=[CH:3][CH:2]=1.[C:8](Cl)([Cl:10])=[O:9].C1(P(C2C=CC=CC=2)C2C=CC=CC=2)C=CC=CC=1>>[C:1]1([O:7][C:8]([Cl:10])=[O:9])[CH:6]=[CH:5][CH:4]=[CH:3][CH:2]=1. Procedure details: The distillation residue is re-used with 500 g of phenol and 540 g of phosgene, without the use of fresh triphenylphosphine. After a phosgenation time of 10 hours, 754 g of distilled chloroformic acid phenyl ester are obtained (purity 99.8%; yield 90.4% of the theoretical yield). Reactants: O (water), C1(=CC=CC=C1)C1(CCC2(OCCO2)CC1)O (8-phenyl-1,4-dioxaspiro[4.5]decan-8-ol), IC (iodomethane), [H-].[Na+] (sodium hydride). Solvent: CCOCC (ether), CN(C=O)C (N,N-dimethylformamide). Reaction conditions: temperature 0 celsius, time 7.5 hour. Product: COC1(CCC2(OCCO2)CC1)C1=CC=CC=C1 (8-methoxy-8-phenyl-1,4-dioxaspiro[4.5]decane). Reaction SMILES: [C:1]1([C:7]2([OH:17])[CH2:16][CH2:15][C:10]3([O:14][CH2:13][CH2:12][O:11]3)[CH2:9][CH2:8]2)[CH:6]=[CH:5][CH:4]=[CH:3][CH:2]=1.I[CH3:19].[H-].[Na+].O>CN(C)C=O.CCOCC>[CH3:19][O:17][C:7]1([C:1]2[CH:6]=[CH:5][CH:4]=[CH:3][CH:2]=2)[CH2:16][CH2:15][C:10]2([O:14][CH2:13][CH2:12][O:11]2)[CH2:9][CH2:8]1 |f:2.3|. Procedure details: To a solution of 8-phenyl-1,4-dioxaspiro[4.5]decan-8-ol (5.76 g) and iodomethane (4.59 ml) in N,N-dimethylformamide (58 ml) was added sodium hydride (60% dispersion in mineral oil) (1.97 g) at 0° C. The solution was stirred for 2 hours at 0° C. and at room temperature for 7.5 hours. The reaction mixture was added to a mixture of water and ether. The organic layer was washed with brine and dried over magnesium sulfate. The magnesium sulfate was filtered off, and the filtrate was concentrated unde... Reactants: CC(C)(C)CNCC(C)(C)n1cnc([N+](=O)[O-])c1, O=C(Cc1cc(F)cc(F)c1)NC(C(=O)O)c1ccc(F)cc1. The product is CC(C)(C)CNCC(C)(C)n1cnc(NC(=O)C(NC(=O)Cc2cc(F)cc(F)c2)c2ccc(F)cc2)c1. As a reaction SMILES: [CH3:1][C:2]([CH2:3][NH:4][CH2:5][C:6]([CH3:7])([CH3:8])[CH3:9])([CH3:10])[n:11]1[cH:12][n:13][c:14]([N+:16]([O-:17])=[O:18])[cH:15]1.[F:19][c:20]1[cH:21][c:22]([CH2:27][C:28](=[O:29])[NH:30][CH:31]([C:32](=[O:33])[OH:34])[c:35]2[cH:36][cH:37][c:38]([F:41])[cH:39][cH:40]2)[cH:23][c:24]([F:26])[cH:25]1>>[CH3:1][C:2]([CH2:3][NH:4][CH2:5][C:6]([CH3:7])([CH3:8])[CH3:9])([CH3:10])[n:11]1[cH:12][n:13][c:14]([NH:16][C:32]([CH:31]([NH:30][C:28]([CH2:27][c:22]2[cH:21][c:20]([F:19])[cH:25][c:24]([F:26])[cH:23]2)=[O:29])[c:35]2[cH:36][cH:37][c:38]([F:41])[cH:39][cH:40]2)=[O:33])[cH:15]1. Reactants: ClC1=NC=NC(=C1)OCC#C (4-chloro-6-(2-propynyloxy)pyrimidine), C([O-])([O-])=O.[K+].[K+] (potassium carbonate), FC=1C=C(C=CC1)O (3-fluorophenol), [Cl-].[NH4+] (ammonium chloride). Solvent: CN(C=O)C (N,N-dimethylformamide). Conditions: temperature 60 celsius, time 7 hour. The product is FC=1C=C(OC2=NC=NC(=C2)OCC#C)C=CC1 (4-(3-fluorophenoxy)-6-(2-propynyloxy)pyrimidine). The yield is 89.7%. Reaction SMILES: Cl[C:2]1[CH:7]=[C:6]([O:8][CH2:9][C:10]#[CH:11])[N:5]=[CH:4][N:3]=1.C(=O)([O-])[O-].[K+].[K+].[F:18][C:19]1[CH:20]=[C:21]([OH:25])[CH:22]=[CH:23][CH:24]=1.[Cl-].[NH4+]>CN(C)C=O>[F:18][C:19]1[CH:20]=[C:21]([CH:22]=[CH:23][CH:24]=1)[O:25][C:2]1[CH:7]=[C:6]([O:8][CH2:9][C:10]#[CH:11])[N:5]=[CH:4][N:3]=1 |f:1.2.3,5.6|. Procedure: To 5 ml of N,N-dimethylformamide were added 0.2 g of 4-chloro-6-(2-propynyloxy)pyrimidine, 0.25 g of potassium carbonate, and 0.16 g of 3-fluorophenol, followed by stirring at 60° C. for 7 hours. The reaction mixture was then left for cooling to room temperature and poured into a saturated aqueous ammonium chloride solution, which was extracted three times with chloroform. The chloroform layers were combined, washed with diluted hydrochloric acid and then with water, and dried over anhydrous mag... Reactants: C(C)(=O)NC1=CC=C(C=C1)NC(NC1=CC(=C(OCCOS(=O)(=O)C)C(=C1)Cl)Cl)=S (methanesulfonic acid 2-{4-[3-(4-acetylamino-phenyl)-thioureido]-2,6-dichlorophenoxy}-ethyl ester), CNC (dimethyl-amine). Solvent: C(C)(=O)OCC (ethyl acetate), O1CCCC1 (tetrahydrofuran). Conditions: time 5 day. The product is ClC=1C=C(C=C(C1OCCN(C)C)Cl)NC(NC1=CC=C(C=C1)NC(C)=O)=S (N-(4-{3-[3,5-Dichloro-4-(2-dimethylamino-ethoxy)-phenyl]-thioureido}-phenyl)-acetamide). As a reaction SMILES: [C:1]([NH:4][C:5]1[CH:10]=[CH:9][C:8]([NH:11][C:12](=[S:30])[NH:13][C:14]2[CH:27]=[C:26]([Cl:28])[C:17]([O:18][CH2:19][CH2:20]OS(C)(=O)=O)=[C:16]([Cl:29])[CH:15]=2)=[CH:7][CH:6]=1)(=[O:3])[CH3:2].[CH3:31][NH:32][CH3:33]>O1CCCC1.C(OCC)(=O)C>[Cl:28][C:26]1[CH:27]=[C:14]([NH:13][C:12](=[S:30])[NH:11][C:8]2[CH:9]=[CH:10][C:5]([NH:4][C:1](=[O:3])[CH3:2])=[CH:6][CH:7]=2)[CH:15]=[C:16]([Cl:29])[C:17]=1[O:18][CH2:19][CH2:20][N:32]([CH3:33])[CH3:31]. Reported procedure: To a solution of methanesulfonic acid 2-{4-[3-(4-acetylamino-phenyl)-thioureido]-2,6-dichlorophenoxy}-ethyl ester (0.33 g) in tetrahydrofuran (6 mL) is added aqueous dimethyl-amine (8.8 M, 0.5 mL) and the mixture is stirred at room temperature for 5 days. The reaction mixture is then diluted with ethyl acetate, then washed with saturated aqueous sodium chloride and dried over anhydrous magnesium sulfate. After removal of the solvent under reduced pressure the residue is chromatographed over sili... Starting materials: C(C1=CC=CC=C1)OCC(=O)Cl (benzyloxyacetyl chloride), ClC1=C(C(=CC(=C1)C1=NOC(=N1)C=1SC(=C(C1)C)CN(CC)CC)C)N (2-chloro-4-[5-(5-diethylaminomethyl-4-methyl-thiophen-2-yl)-[1,2,4]oxadiazol-3-yl]-6-methyl-phenylamine). Solvent: C(Cl)Cl (DCM), C(Cl)Cl (DCM), C(C)OCC (diethyl ether). The product is C(C1=CC=CC=C1)OCC(=O)NC1=C(C=C(C=C1C)C1=NOC(=N1)C=1SC(=C(C1)C)CN(CC)CC)Cl (2-benzyloxy-N-{2-chloro-4-[5-(5-diethylaminomethyl-4-methyl-thiophen-2-yl)-[1,2,4]oxadiazol-3-yl]-6-methyl-phenyl}-acetamide). Yield: 28.9%. Reaction SMILES: [CH2:1]([O:8][CH2:9][C:10](Cl)=[O:11])[C:2]1[CH:7]=[CH:6][CH:5]=[CH:4][CH:3]=1.[Cl:13][C:14]1[CH:19]=[C:18]([C:20]2[N:24]=[C:23]([C:25]3[S:26][C:27]([CH2:31][N:32]([CH2:35][CH3:36])[CH2:33][CH3:34])=[C:28]([CH3:30])[CH:29]=3)[O:22][N:21]=2)[CH:17]=[C:16]([CH3:37])[C:15]=1[NH2:38]>C(Cl)Cl.C(OCC)C>[CH2:1]([O:8][CH2:9][C:10]([NH:38][C:15]1[C:16]([CH3:37])=[CH:17][C:18]([C:20]2[N:24]=[C:23]([C:25]3[S:26][C:27]([CH2:31][N:32]([CH2:33][CH3:34])[CH2:35][CH3:36])=[C:28]([CH3:30])[CH:29]=3)[O:22][N:21]=2)=[CH:19][C:14]=1[Cl:13])=[O:11])[C:2]1[CH:7]=[CH:6][CH:5]=[CH:4][CH:3]=1. Reported procedure: A solution of benzyloxyacetyl chloride (142 mg, 767 μmol) in DCM (2 mL) is added to a solution of 2-chloro-4-[5-(5-diethylaminomethyl-4-methyl-thiophen-2-yl)-[1,2,4]oxadiazol-3-yl]-6-methyl-phenylamine (30 mg, 77 μmol) in DCM (2 mL). The mixture is stirred at rt for 15 h. The mixture is diluted with diethyl ether and washed with 1 N aq. HCl. The organic extract is washed with 33% aq. KOH solution, dried over MgSO4, filtered and concentrated. The crude product is purified by reverse phase MPLC to... Conditions: time 15 hour.